From a dataset of the Open Reaction Database (ORD), a public repository of structured organic reaction records. describe an organic reaction: reactants, conditions, products, and yield The reactants are C=CC#N, CCCCCCCCCCO, CCOCC, [H-], [Na+]. The product is CCCCCCCCCCOCCC#N. As a reaction SMILES: [CH2:14]=[CH:15][C:16]#[N:17].[CH2:3]([CH2:4][CH2:5][CH2:6][CH2:7][CH2:8][CH2:9][CH2:10][CH2:11][CH3:12])[OH:13].[CH3:18][CH2:19][O:20][CH2:21][CH3:22].[H-:1].[Na+:2]>>[CH2:3]([CH2:4][CH2:5][CH2:6][CH2:7][CH2:8][CH2:9][CH2:10][CH2:11][CH3:12])[O:13][CH2:14][CH2:15][C:16]#[N:17]. Reactants: C(C)(C)(C)OC(=O)N1CC2=CC(=CC=C2CC1)C1=CC(=C2C(=NC=NN21)N)Br (7-(4-amino-5-bromo-pyrrolo[2,1-f][1,2,4]triazin-7-yl)-3,4-dihydro-1H-isoquinoline-2-carboxylic acid tert-butyl ester), CC1(OB(OC1(C)C)C=1C=CC2=CNN=C2C1)C (6-(4,4,5,5-tetramethyl-[1,3,2]dioxaborolan-2-yl)-2H-indazole), C(=O)([O-])[O-].[Na+].[Na+] (Na2CO3). The reagents and catalysts are C1=CC=C(C=C1)P([C-]2C=CC=C2)C3=CC=CC=C3.C1=CC=C(C=C1)P([C-]2C=CC=C2)C3=CC=CC=C3.Cl[Pd]Cl.[Fe+2] (Pd(dppf)Cl2). Run in CN(C)C=O (DMF). Product: C(C)(C)(C)OC(=O)N1CC2=CC(=CC=C2CC1)C1=CC(=C2C(=NC=NN21)N)C=2C=CC1=CN(N=C1C2)CC2=CC=CC=C2 (7-[4-Amino-5-(2-benzyl-2H-indazol-6-yl)-pyrrolo[2,1-f][1,2,4]triazin-7-yl]-3,4-dihydro-1H-isoquinoline-2-carboxylic acid tert-butyl ester). Reaction SMILES: [C:1]([O:5][C:6]([N:8]1[CH2:17][CH2:16][C:15]2[C:10](=[CH:11][C:12]([C:18]3[N:26]4[C:21]([C:22]([NH2:27])=[N:23][CH:24]=[N:25]4)=[C:20](Br)[CH:19]=3)=[CH:13][CH:14]=2)[CH2:9]1)=[O:7])([CH3:4])([CH3:3])[CH3:2].CC1(C)C(C)(C)OB([C:37]2[CH:38]=[CH:39][C:40]3[C:44]([CH:45]=2)=[N:43][NH:42][CH:41]=3)O1.C([O-])([O-])=O.[Na+].[Na+]>CN(C=O)C.C1C=CC(P(C2C=CC=CC=2)[C-]2C=CC=C2)=CC=1.C1C=CC(P(C2C=CC=CC=2)[C-]2C=CC=C2)=CC=1.Cl[Pd]Cl.[Fe+2]>[C:1]([O:5][C:6]([N:8]1[CH2:17][CH2:16][C:15]2[C:10](=[CH:11][C:12]([C:18]3[N:26]4[C:21]([C:22]([NH2:27])=[N:23][CH:24]=[N:25]4)=[C:20]([C:37]4[CH:38]=[CH:39][C:40]5[C:44]([CH:45]=4)=[N:43][N:42]([CH2:9][C:10]4[CH:15]=[CH:14][CH:13]=[CH:12][CH:11]=4)[CH:41]=5)[CH:19]=3)=[CH:13][CH:14]=2)[CH2:9]1)=[O:7])([CH3:4])([CH3:3])[CH3:2] |f:2.3.4,6.7.8.9|. Reported procedure: To a solution of 7-(4-amino-5-bromo-pyrrolo[2,1-f][1,2,4]triazin-7-yl)-3,4-dihydro-1H-isoquinoline-2-carboxylic acid tert-butyl ester (1.2 g, 2.7 mmol) in DMF (20 mL), 2-benzyl- was added 6-(4,4,5,5-tetramethyl-[1,3,2]dioxaborolan-2-yl)-2H-indazole (1.4 g, 4.3 mmol), Pd(dppf)Cl2 (311 mg, 0.27 mmol) and 2 N Na2CO3 solution (12 mL). The mixture was degassed with N2 for 20 min. The reaction was irradiated in a microwave reactor at 150° C. for 10 min. After cooling, the mixture was partitioned betwe...